This data is from the Open Reaction Database (ORD), a public repository of structured organic reaction records. The task is: describe an organic reaction: reactants, conditions, products, and yield Reactants: COC=1C=C(C=CC1OC)C1=C(C=NO1)C(=O)OCC (ethyl 5-(3,4-dimethoxyphenyl)isoxazole-4-carboxylate), [H-].C(C(C)C)[Al+]CC(C)C (diisobutylaluminum hydride), Cl (hydrochloric acid). Solvent: O1CCCC1 (tetrahydrofuran). Conditions: time 30 minute. The product is COC=1C=C(C=CC1OC)C1=C(C=NO1)CO (5-(3,4-dimethoxyphenyl)-4-isoxazolylmethanol). The yield is 96.1%. As a reaction SMILES: [CH3:1][O:2][C:3]1[CH:4]=[C:5]([C:11]2[O:15][N:14]=[CH:13][C:12]=2[C:16](OCC)=[O:17])[CH:6]=[CH:7][C:8]=1[O:9][CH3:10].[H-].C([Al+]CC(C)C)C(C)C.Cl>O1CCCC1>[CH3:1][O:2][C:3]1[CH:4]=[C:5]([C:11]2[O:15][N:14]=[CH:13][C:12]=2[CH2:16][OH:17])[CH:6]=[CH:7][C:8]=1[O:9][CH3:10] |f:1.2|. Procedure details: To a solution of ethyl 5-(3,4-dimethoxyphenyl)isoxazole-4-carboxylate (8.40 g) in tetrahydrofuran (100 ml) was gently added diisobutylaluminum hydride (1.0 M tetrahydrofuran solution, 65 ml) at 0° C. and the mixture was stirred at room temperature for 30 min. The reaction mixture was poured into dilute hydrochloric acid, and the mixture was extracted with ethyl acetate. The ethyl acetate layer was washed with saturated brine, dried (MgSO4) and concentrated to give 5-(3,4-dimethoxyphenyl)-4-isoxa... Reactants: C(C1=CC=CC=C1)Cl (benzyl chloride), FC1=C(C(=O)O)C=CC(=C1)O (2-fluoro-4-hydroxy-benzoic acid), [OH-].[K+] (potassium hydroxide). Run in C(C)O (ethanol). Run at temperature 60 celsius, time 4 hour. Product: FC1=C(C(=O)O)C=CC(=C1)OCC1=CC=CC=C1 (2-fluoro-4-benzyloxybenzoic acid). Yield: 85.1%. As a reaction SMILES: [CH2:1](Cl)[C:2]1[CH:7]=[CH:6][CH:5]=[CH:4][CH:3]=1.[F:9][C:10]1[CH:18]=[C:17]([OH:19])[CH:16]=[CH:15][C:11]=1[C:12]([OH:14])=[O:13].[OH-].[K+]>C(O)C>[F:9][C:10]1[CH:18]=[C:17]([O:19][CH2:1][C:2]2[CH:7]=[CH:6][CH:5]=[CH:4][CH:3]=2)[CH:16]=[CH:15][C:11]=1[C:12]([OH:14])=[O:13] |f:2.3|. Procedure details: 62 g of benzyl chloride was added to a mixture of 73 g of 2-fluoro-4-hydroxy-benzoic acid, 55 g of potassium hydroxide and 300 ml of ethanol, and the resulting mixture was heated with stirring at 60° C. for 4 hours. 250 ml of the ethanol was distilled away, and 200 ml of water and 25 g of sodium hydroxide were added to the residue. The resulting mixture was stirred for 1 hour at 60° C. The reaction mixture was allowed to cool, and after addition of 200 ml of concentrated hydrochloric acid, it wa... The reactants are C1CCOC1, CO, [Cl-], Cl, CN1CCN(C(=O)c2ccc3c(c2)[nH]c2c(C(N)=O)ccc(N=[N+]=[N-])c23)CC1, [NH4+], [Zn]. Yields the product CN1CCN(C(=O)c2ccc3c(c2)[nH]c2c(C(N)=O)ccc(N)c23)CC1. As a reaction SMILES: [CH2:34]1[O:35][CH2:36][CH2:37][CH2:38]1.[CH3:32][OH:33].[Cl-:30].[ClH:29].[N:1](=[N+:2]=[N-:3])[c:4]1[cH:5][cH:6][c:7]([C:26](=[O:27])[NH2:28])[c:8]2[nH:9][c:10]3[cH:11][c:12]([C:17](=[O:18])[N:19]4[CH2:20][CH2:21][N:22]([CH3:25])[CH2:23][CH2:24]4)[cH:13][cH:14][c:15]3[c:16]12.[NH4+:31].[Zn:39]>>[NH2:1][c:4]1[cH:5][cH:6][c:7]([C:26](=[O:27])[NH2:28])[c:8]2[nH:9][c:10]3[cH:11][c:12]([C:17](=[O:18])[N:19]4[CH2:20][CH2:21][N:22]([CH3:25])[CH2:23][CH2:24]4)[cH:13][cH:14][c:15]3[c:16]12. The reactants are C(C)(=O)OC(C)=O (acetic anhydride), [Cl-].C(=O)(O)CO[C@H]1[C@@H](CCCC1)[NH3+] (trans-2-carboxymethoxy-cyclohexyl ammonium chloride), anhydride, C(C)(=O)OC(C)=O (acetic anhydride). Solvent: [OH-].[Na+] (NaOH), [OH-].[Na+] (NaOH), [OH-].[Na+] (NaOH). Conditions: time 30 minute. Yields the product C(C)(=O)N[C@H]1[C@@H](CCCC1)OCC(=O)O (Trans-2-(2'-acetylaminocyclohexyloxy) acetic acid). Yield: 278.8%. RXN SMILES: [Cl-].[C:2]([CH2:5][O:6][C@@H:7]1[CH2:12][CH2:11][CH2:10][CH2:9][C@H:8]1[NH3+:13])([OH:4])=[O:3].[C:14](OC(=O)C)(=[O:16])[CH3:15]>[OH-].[Na+]>[C:14]([NH:13][C@@H:8]1[CH2:9][CH2:10][CH2:11][CH2:12][C@H:7]1[O:6][CH2:5][C:2]([OH:4])=[O:3])(=[O:16])[CH3:15] |f:0.1,3.4|. Procedure: To a cooled solution of trans-2-carboxymethoxy-cyclohexyl ammonium chloride (1.048 g, 5 mmoles) in 2N NaOH (5 ml), there were added under stirring first 1N NaOH (1 ml) and then acetic anhydride (0.102 g, 1 mmol). When the reaction of anhydride was completed and a homogeneous solution was obtained, the same amount of 1N NaOH and acetic anhydride as above was added four times. After the addition of the last portion the reaction mixture was stirred for 30 minutes, the solution was acidified to pH 2... Starting materials: C(C1=CC=CC=C1)OC(=O)N1C(CCC1)C(=O)C1=CNC2=CC=CC=C12 (3-(N-benzyloxycarbonylpyrrolidin-2-ylcarbonyl)-1H-indole), O (water), [H-].[Al+3].[Li+].[H-].[H-].[H-] (lithium aluminum hydride), O.O.O.O.O.O.O.O.O.O.S(=O)(=O)([O-])[O-].[Na+].[Na+] (sodium sulfate decahydrate). Run in O1CCCC1 (tetrahydrofuran), C(C)(=O)OCC (ethyl acetate), O1CCCC1 (tetrahydrofuran). Run at time 24 hour. Yields the product CN1C(CCC1)CC1=CNC2=CC=CC=C12 (3-(N-methylpyrrolidin-2-ylmethyl)-1H-indole). RXN SMILES: [H-].[Al+3].[Li+].[H-].[H-].[H-].C(O[C:15]([N:17]1[CH2:21][CH2:20][CH2:19][CH:18]1[C:22]([C:24]1[C:32]2[C:27](=[CH:28][CH:29]=[CH:30][CH:31]=2)[NH:26][CH:25]=1)=O)=O)C1C=CC=CC=1.O.O.O.O.O.O.O.O.O.O.S([O-])([O-])(=O)=O.[Na+].[Na+].O>O1CCCC1.C(OCC)(=O)C>[CH3:15][N:17]1[CH2:21][CH2:20][CH2:19][CH:18]1[CH2:22][C:24]1[C:32]2[C:27](=[CH:28][CH:29]=[CH:30][CH:31]=2)[NH:26][CH:25]=1 |f:0.1.2.3.4.5,7.8.9.10.11.12.13.14.15.16.17.18.19|. Procedure details: To a stirred mixture of lithium aluminum hydride (1.71 g, 45.1 mmol, 4.5 eq) in anhydrous tetrahydrofuran (40 mL) at 0° C. was added dropwise a solution of the 3-(N-benzyloxycarbonylpyrrolidin-2-ylcarbonyl)-1H-indole (10.0 mmol) in anhydrous tetrahydrofuran (20 mL). The resulting reaction mixture was heated at reflux under nitrogen for 6 hours. The reaction mixture was cooled, and sodium sulfate decahydrate (50 g) was added very carefully portionwise, followed by water (1mL), and ethyl acetate (... Starting materials: COC(C(CCC(=O)OC)=O)(OC)OC (dimethyl 2-oxoglutarate dimethyl ketal), [Cl-].[NH4+] (ammonium chloride), COCCl (chloromethyl methyl ether), C(C)(C)NC(C)C (diisopropylamine). Run in O1CCCC1 (tetrahydrofuran), O1CCCC1 (tetrahydrofuran), CN(P(=O)(N(C)C)N(C)C)C (hexamethylphosphoramide), O1CCCC1 (tetrahydrofuran). Run at temperature -20 celsius, time 15 minute. Product: COC(C(CC(C(=O)OC)COC)=O)(OC)OC (dimethyl 4-methoxymethyl-2-oxoglutarate dimethyl ketal). Reaction SMILES: C(NC(C)C)(C)C.[CH3:8][O:9][C:10]([O:21][CH3:22])([O:19][CH3:20])[C:11](=[O:18])[CH2:12][CH2:13][C:14]([O:16][CH3:17])=[O:15].[CH3:23][O:24][CH2:25]Cl.[Cl-].[NH4+]>O1CCCC1.CN(C)P(N(C)C)(N(C)C)=O>[CH3:22][O:21][C:10]([O:19][CH3:20])([O:9][CH3:8])[C:11](=[O:18])[CH2:12][CH:13]([CH2:23][O:24][CH3:25])[C:14]([O:16][CH3:17])=[O:15] |f:3.4|. Reported procedure: To a solution of 2.85 ml diisopropylamine in 30 ml anhydrous tetrahydrofuran 12.5 ml 1.5M n-butyllithium (in hexane solution) was added at -78° C. under a nitrogen gas atmosphere, and the mixture was stirred for 15 minutes. To this mixed solution a solution of 3.45 g dimethyl 2-oxoglutarate dimethyl ketal in 15 ml anhydrous tetrahydrofuran was added over a period of 10 minutes, and the resulting mixture was stirred for 15 minutes. A solution of 1.32 ml chloromethyl methyl ether and 1.36 ml hexam...